This data is from the Open Reaction Database (ORD), a public repository of structured organic reaction records. The task is: describe an organic reaction: reactants, conditions, products, and yield The reactants are C(C)OC=1C=C(C=CC1)[Mg]Br (3-ethoxyphenylmagnesium bromide), ClC1=C(C=O)C=CC=C1 (2-chlorobenzaldehyde), Cl (hydrochloric acid). Solvent: CCOCC (ether), CCOCC (ether). Conditions: time 30 minute. Yields the product C(C)OC=1C=C(C(C2=C(C=CC=C2)Cl)O)C=CC1 (3-ethoxy-α-(2-chlorophenyl)benzyl alcohol). Yield: 65.0%. RXN SMILES: [CH2:1]([O:3][C:4]1[CH:5]=[C:6]([Mg]Br)[CH:7]=[CH:8][CH:9]=1)[CH3:2].[Cl:12][C:13]1[CH:20]=[CH:19][CH:18]=[CH:17][C:14]=1[CH:15]=[O:16].Cl>CCOCC>[CH2:1]([O:3][C:4]1[CH:5]=[C:6]([CH:7]=[CH:8][CH:9]=1)[CH:15]([OH:16])[C:14]1[CH:17]=[CH:18][CH:19]=[CH:20][C:13]=1[Cl:12])[CH3:2]. Procedure details: To an ether solution of 3-ethoxyphenylmagnesium bromide [prepared from 3-ethoxybromobenzene (6 g, 30 m mol), magnesium (0.8 g, 33 m mol) and ether (30 ml)], an ether solution (30 ml) of 2-chlorobenzaldehyde (2.8 g, 20 m mol) was added dropwise with stirring and under cooling with ice. After 30 minutes, 1 N hydrochloric acid (50 ml) was added thereto. The ether layer was separated and the aqueous layer was extracted with ether (20 ml). After the combined ether layer was washed with a saturated aq... The reactants are CC1=CC=C(N1C1=CC=C(C=C1)OCCCCCC1=CC=CC=C1)C1=CC=C(O[C@@H](C(=O)OCC)CC2=CC=CC=C2)C=C1 (ethyl (2R)-2-(4-{5-methyl-1-[4-(5-phenylpentyloxy)phenyl]-1H-pyrrol-2-yl}phenoxy)-3-phenylpropanoate), [OH-].[K+] (potassium hydroxide), Cl (hydrochloric acid). Solvent: C1CCOC1 (THF), CO (methanol). Reaction conditions: time 1 hour. Product: CC1=CC=C(N1C1=CC=C(C=C1)OCCCCCC1=CC=CC=C1)C1=CC=C(O[C@@H](C(=O)O)CC2=CC=CC=C2)C=C1 ((2R)-2-(4-{5-Methyl-1-[4-(5-phenylpentyloxy)phenyl]-1H-pyrrol-2-yl}phenoxy)-3-phenylpropanoic acid). The yield is 67.9%. As a reaction SMILES: [CH3:1][C:2]1[N:6]([C:7]2[CH:12]=[CH:11][C:10]([O:13][CH2:14][CH2:15][CH2:16][CH2:17][CH2:18][C:19]3[CH:24]=[CH:23][CH:22]=[CH:21][CH:20]=3)=[CH:9][CH:8]=2)[C:5]([C:25]2[CH:44]=[CH:43][C:28]([O:29][C@H:30]([CH2:36][C:37]3[CH:42]=[CH:41][CH:40]=[CH:39][CH:38]=3)[C:31]([O:33]CC)=[O:32])=[CH:27][CH:26]=2)=[CH:4][CH:3]=1.[OH-].[K+].Cl>C1COCC1.CO>[CH3:1][C:2]1[N:6]([C:7]2[CH:8]=[CH:9][C:10]([O:13][CH2:14][CH2:15][CH2:16][CH2:17][CH2:18][C:19]3[CH:24]=[CH:23][CH:22]=[CH:21][CH:20]=3)=[CH:11][CH:12]=2)[C:5]([C:25]2[CH:26]=[CH:27][C:28]([O:29][C@H:30]([CH2:36][C:37]3[CH:38]=[CH:39][CH:40]=[CH:41][CH:42]=3)[C:31]([OH:33])=[O:32])=[CH:43][CH:44]=2)=[CH:4][CH:3]=1 |f:1.2|. Reported procedure: To a mixed solution of ethyl (2R)-2-(4-{5-methyl-1-[4-(5-phenylpentyloxy)phenyl]-1H-pyrrol-2-yl}phenoxy)-3-phenylpropanoate (520 mg, 0.884 mmol) in THF (20 ml) and methanol (20 ml) was added 1N aqueous potassium hydroxide solution (5 ml, 5 mmol) and the mixture was stirred for 1 hour at room temperature. The reaction solution was neutralized with 1N hydrochloric acid and extracted with ethyl acetate. The extract was washed with water and dried over magnesium sulfate anhydride, and the solvent wa...